This data is from the Open Reaction Database (ORD), a public repository of structured organic reaction records. The task is: describe an organic reaction: reactants, conditions, products, and yield Reactants: [Cl-].[NH4+] (ammonium chloride), COCCl (chloromethyl methyl ether), C(C(C)C)(=O)OC (methyl isobutyrate), CN(C)P(=O)(N(C)C)N(C)C (HMPA), C(C)(C)NC(C)C (diisopropylamine), C(CCC)[Li] (n-butyl lithium), CCCCCC (hexane). Solvent: O (water), C1CCOC1 (THF), C1CCOC1 (THF), C1CCOC1 (THF). Conditions: temperature -78 celsius, time 30 minute. The product is CC(C(=O)OC)(COC)C (methyl 2,2-dimethyl-4-oxapentanoate). Isolated yield 73.3%. RXN SMILES: C(N[CH:5]([CH3:7])[CH3:6])(C)C.C([Li])CCC.CCCCCC.[C:19]([O:24][CH3:25])(=[O:23])C(C)C.CN(P(N(C)C)(N(C)C)=O)C.[CH3:37][O:38][CH2:39]Cl.[Cl-].[NH4+]>C1COCC1.O>[CH3:6][C:5]([CH3:7])([CH2:37][O:38][CH3:39])[C:19]([O:24][CH3:25])=[O:23] |f:6.7|. Reported procedure: To a solution of diisopropylamine (8.71 g, 86.1 mmol) in anhydrous THF (130 ml) was added under argon atmosphere a solution of n-butyl lithium in hexane (1.62N, 53.1 ml, 86.1 mmol) at -20° C. The reaction mixture was stirred for 30 min. and cooled to -78° C. To the reaction mixture were added a solution of methyl isobutyrate (8.00 g, 78.3 mmol) in 15 ml of anhydrous THF and HMPA (14.0 g, 78.3 mmol), and the mixture was stirred for one hour at -78° C. To this was added a solution of chloromethyl ...